describe an organic reaction: reactants, conditions, products, and yield From a dataset of the Open Reaction Database (ORD), a public repository of structured organic reaction records. Reactants: N1(CCNCC1)C=1C=2N(C(=CN1)C=1SC=CC1)C=NC2 (8-(piperazin-1-yl)-5-(thiophen-2-yl)imidazo[1,5-a]pyrazine), O1C=C(C=C1)C1=CN=C(C=2N1C=NN2)N2CCNCC2 (5-(furan-3-yl)-8-(piperazin-1-yl)-[1,2,4]-triazolo[4,3-a]pyrazine). The product is CN1CCN(CC1)C=1C=2N(C(=CN1)C=1SC=CC1)C=NC2 (8-(4-Methylpiperazin-1-yl)-5-(thiophen-2-yl)imidazo[1,5-a]pyrazine). Reaction SMILES: [N:1]1([C:7]2[C:8]3[N:9]([CH:18]=[N:19][CH:20]=3)[C:10]([C:13]3[S:14][CH:15]=[CH:16][CH:17]=3)=[CH:11][N:12]=2)[CH2:6][CH2:5][NH:4][CH2:3][CH2:2]1.O1C=CC(C2N3C=NN=C3C(N3CCNCC3)=NC=2)=[CH:22]1>>[CH3:22][N:4]1[CH2:5][CH2:6][N:1]([C:7]2[C:8]3[N:9]([CH:18]=[N:19][CH:20]=3)[C:10]([C:13]3[S:14][CH:15]=[CH:16][CH:17]=3)=[CH:11][N:12]=2)[CH2:2][CH2:3]1. Procedure details: The title compound was prepared as described in Example 1 step 7, except that 8-(piperazin-1-yl)-5-(thiophen-2-yl)imidazo[1,5-a]pyrazine was substituted for 5-(furan-3-yl)-8-(piperazin-1-yl)-[1,2,4]-triazolo[4,3-a]pyrazine. 1H NMR (300 MHz, CDCl3) δ: 8.40 (s, 1H), 7.74 (s, 1H), 7.45 (dd, J=5.1, 1.2 Hz, 1H), 7.37 (dd, J=3.6, 1.2 Hz, 1H), 7.25 (s, 1H), 7.18 (dd, J=5.1, 3.6 Hz, 1H), 3.91 (t, J=5.1 Hz, 4H), 2.59 (t, J=5.1 Hz, 4H), 2.37 (s, 3H). MS m/z: 300 (M+H+).